From a dataset of the Open Reaction Database (ORD), a public repository of structured organic reaction records. describe an organic reaction: reactants, conditions, products, and yield The reactants are CN1CC(CC1)SC1=NC=CC=C1C(=O)O (2-[(1-methyl-3-pyrrolidinyl)thio]-3-pyridinecarboxylic acid), C(Cl)(Cl)Cl (chloroform), C1(=CC=CC=C1)P(C1=CC=CC=C1)C1=CC=CC=C1 (triphenylphosphine). Run in C(Cl)(Cl)(Cl)Cl (carbon tetrachloride). The product is ClCCC1SC2=C(C(N(C1)C)=O)C=CC=N2 (2-(2-Chloroethyl)-2,3-dihydro-4-methylpyrido[3,2-f][1,4]-thiazepin-5(4H)-one). RXN SMILES: [CH3:1][N:2]1[CH2:6][CH2:5][CH:4]([S:7][C:8]2[C:13]([C:14]([OH:16])=O)=[CH:12][CH:11]=[CH:10][N:9]=2)[CH2:3]1.C(Cl)(Cl)[Cl:18].C1(P(C2C=CC=CC=2)C2C=CC=CC=2)C=CC=CC=1>C(Cl)(Cl)(Cl)Cl>[Cl:18][CH2:6][CH2:5][CH:4]1[CH2:3][N:2]([CH3:1])[C:14](=[O:16])[C:13]2[CH:12]=[CH:11][CH:10]=[N:9][C:8]=2[S:7]1. Procedure: A mixture of 80.75 g (0.34 mole) of 2-[(1-methyl-3-pyrrolidinyl)thio]-3-pyridinecarboxylic acid, 500 ml of chloroform, 200 g of carbon tetrachloride and 178 g (0.68 mole) of triphenylphosphine was stirred at reflux for 2.5 hr. The resulting solution was extracted with one 500 ml and three 125 ml portions of 1N hydrochloric acid. The acid extracts were combined and extracted with isopropyl ether. The aqueous layer was basified with sodium hydroxide and extracted three times with chloroform. The c... Reactants: CNN (methylhydrazine), O=C(C(=O)OCC)CC(C)=O (ethyl 2,4-dioxovalerate), ice water. Solvent: C(C)O (ethanol). Yields the product CN1N=C(C=C1C)C(=O)OCC (ethyl 1,5-dimethylpyrazole-3-carboxylate). Reaction SMILES: [CH3:1][NH:2][NH2:3].O=[C:5]([CH2:11][C:12](=O)[CH3:13])[C:6]([O:8][CH2:9][CH3:10])=[O:7]>C(O)C>[CH3:1][N:2]1[C:12]([CH3:13])=[CH:11][C:5]([C:6]([O:8][CH2:9][CH3:10])=[O:7])=[N:3]1. Procedure details: 9.2 ml of methylhydrazine was added dropwise over 30 minutes to a solution of 25 g of ethyl 2,4-dioxovalerate in 36 ml of ethanol, the temperature of the mixture being kept below 40° C. by cooling in an ice bath. The resulting solution was heated at reflux for 23 hours, poured into 300 ml of ice water and the resulting mixture was extracted with ether. The extract was dried (MgSO4), filtered and stripped of solvent. The residue was chromatographed on silica gel, with a 1:1 v:v mixture of ethyl a... The reactants are C(C#C)N1CCCC1 (1-prop-2-ynyl-pyrrolidine), BrC=1C=C2CN(C(C2=C(C1)Cl)=O)CC1=CC=C(C=C1)OC1=CC=CC=C1 (5-bromo-7-chloro-2-(4-phenoxy-benzyl)-2,3-dihydro-isoindol-1-one), C(Cl)(Cl)Cl.CO (CHCl3 MeOH). Reagents/catalysts: Cl[Pd]([P](C1=CC=CC=C1)(C2=CC=CC=C2)C3=CC=CC=C3)([P](C4=CC=CC=C4)(C5=CC=CC=C5)C6=CC=CC=C6)Cl (PdCl2(PPh3)2), [Cu]I (CuI). Solvent: C(C)(C)NC(C)C (diisopropyl amine). Reaction conditions: temperature 100 celsius, time 2 hour. Yields the product ClC=1C=C(C=C2CN(C(C12)=O)CC1=CC=C(C=C1)OC1=CC=CC=C1)C#CCN1CCCC1 (7-chloro-2-(4-phenoxy-benzyl)-5-(3-pyrolidin-1-yl-prop-1-ynyl)-2,3-dihydro-isoindol-1-one). The yield is 66.7%. As a reaction SMILES: [CH2:1]([N:4]1[CH2:8][CH2:7][CH2:6][CH2:5]1)[C:2]#[CH:3].Br[C:10]1[CH:11]=[C:12]2[C:16](=[C:17]([Cl:19])[CH:18]=1)[C:15](=[O:20])[N:14]([CH2:21][C:22]1[CH:27]=[CH:26][C:25]([O:28][C:29]3[CH:34]=[CH:33][CH:32]=[CH:31][CH:30]=3)=[CH:24][CH:23]=1)[CH2:13]2.C(Cl)(Cl)Cl.CO>C(NC(C)C)(C)C.Cl[Pd](Cl)([P](C1C=CC=CC=1)(C1C=CC=CC=1)C1C=CC=CC=1)[P](C1C=CC=CC=1)(C1C=CC=CC=1)C1C=CC=CC=1.[Cu]I>[Cl:19][C:17]1[CH:18]=[C:10]([C:3]#[C:2][CH2:1][N:4]2[CH2:8][CH2:7][CH2:6][CH2:5]2)[CH:11]=[C:12]2[C:16]=1[C:15](=[O:20])[N:14]([CH2:21][C:22]1[CH:27]=[CH:26][C:25]([O:28][C:29]3[CH:34]=[CH:33][CH:32]=[CH:31][CH:30]=3)=[CH:24][CH:23]=1)[CH2:13]2 |f:2.3,^1:50,69|. Procedure details: A mixture of 1-prop-2-ynyl-pyrrolidine (0.024 mL, 0.22 mmol), 5-bromo-7-chloro-2-(4-phenoxy-benzyl)-2,3-dihydro-isoindol-1-one (0.086 g, 0.20 mmol), PdCl2(PPh3)2 (0.011 g, 0.015 mmol), and CuI (0.0028 g, 0.015 mmol) in diisopropyl amine (4 mL) was stirred at 100° C. for 2 h. Workup and silica gel column chromatography using 10:1 CHCl3-MeOH afforded 7-chloro-2-(4-phenoxy-benzyl)-5-(3-pyrolidin-1-yl-prop-1-ynyl)-2,3-dihydro-isoindol-1-one (0.061 g, 66%). 1H NMR (300 MHz, CDCl3): δ (ppm) 1.83 (m, 4... Reactants: COC(=O)C=1C2=CC=CC=C2N=C2C=C(C=CC12)OCC1=CC(=CC=C1)[N+](=O)[O-] (3-(m-Nitrobenzyloxy)acridine-9-carboxylic acid methylester), Cl (HCl). Run in O1CCOCC1 (dioxane), [OH-].[Na+] (NaOH). Yields the product [N+](=O)([O-])C=1C=C(COC=2C=CC3=C(C4=CC=CC=C4N=C3C2)C(=O)O)C=CC1 (3-(m-Nitrobenzyloxy)acridine-9-carboxylic acid). Reaction SMILES: C[O:2][C:3]([C:5]1[C:6]2[C:11]([N:12]=[C:13]3[C:18]=1[CH:17]=[CH:16][C:15]([O:19][CH2:20][C:21]1[CH:26]=[CH:25][CH:24]=[C:23]([N+:27]([O-:29])=[O:28])[CH:22]=1)=[CH:14]3)=[CH:10][CH:9]=[CH:8][CH:7]=2)=[O:4].Cl>O1CCOCC1.[OH-].[Na+]>[N+:27]([C:23]1[CH:22]=[C:21]([CH:26]=[CH:25][CH:24]=1)[CH2:20][O:19][C:15]1[CH:16]=[CH:17][C:18]2[C:13]([CH:14]=1)=[N:12][C:11]1[C:6](=[CH:7][CH:8]=[CH:9][CH:10]=1)[C:5]=2[C:3]([OH:4])=[O:2])([O-:29])=[O:28] |f:3.4|. Procedure details: 3-(m-Nitrobenzyloxy)acridine-9-carboxylic acid methylester (6.5 g; 16.7 mmol) was refluxed in 400 ml dioxane and 300 ml NaOH 1N. After 2 hours the solution was cooled and acidified to pH 1 with HCl conc., then evaporated in vacuo. The precipitate was collected on a Buchner funnel, washed with water and dried in vacuo at 50° C. Yield 5.9 g (95%), Fp.>250° C. 1H-NMR(DMSO-d6): 8.44(1H, s, ar.); 8.23(1H, d, ar.); 8.10(2H, t, ar.); 8.03(1H, d, ar.); 7.95(1H, d, ar.); 7.72(2H. m, ar.); 7.42(2H, m, ar.... The reactants are ClCCl, CSc1ccc(C(O)c2ccc(F)nc2)cc1. The product is CSc1ccc(C(=O)c2ccc(F)nc2)cc1. Reaction SMILES: [Cl:18][CH2:19][Cl:20].[F:1][c:2]1[cH:3][cH:4][c:5]([CH:8]([OH:9])[c:10]2[cH:11][cH:12][c:13]([S:16][CH3:17])[cH:14][cH:15]2)[cH:6][n:7]1>>[F:1][c:2]1[cH:3][cH:4][c:5]([C:8](=[O:9])[c:10]2[cH:11][cH:12][c:13]([S:16][CH3:17])[cH:14][cH:15]2)[cH:6][n:7]1. The reactants are NC1=NC(=NC2=NC=CN=C12)COC1=CC=C(C=C1)C (4-amino-2-[(4-methylphenoxy)methyl]pteridine), C(C)O.CN(C=O)C (ethanol N,N-dimethylformamide). Run in [OH-].[Na+] (sodium hydroxide). Product: CC1=CC=C(OCC2=NC3=NC=CN=C3C(N2)=O)C=C1 (2-[(4-Methylphenoxy)methyl]-4(3H)-pteridinone). As a reaction SMILES: N[C:2]1[C:11]2[C:6](=[N:7][CH:8]=[CH:9][N:10]=2)[N:5]=[C:4]([CH2:12][O:13][C:14]2[CH:19]=[CH:18][C:17]([CH3:20])=[CH:16][CH:15]=2)[N:3]=1.C([OH:23])C.CN(C)C=O>[OH-].[Na+]>[CH3:20][C:17]1[CH:18]=[CH:19][C:14]([O:13][CH2:12][C:4]2[NH:3][C:2](=[O:23])[C:11]3[C:6](=[N:7][CH:8]=[CH:9][N:10]=3)[N:5]=2)=[CH:15][CH:16]=1 |f:1.2,3.4|. Procedure details: Obtained using the procedure described in section b of Example 9, starting with 2.5 g (0.0094 mole) of 4-amino-2-[(4-methylphenoxy)methyl]pteridine in 68.1 ml of 5% aqueous sodium hydroxide. Heating time: 3 hours 15 minutes at 85° C. Yld: 1.3 g (52%), m.p. 232°-233° C. (ethanol/N,N-dimethylformamide). Reactants: NC1=NNC=C1 (3-aminopyrazole), O\C=C\1/C(NC2=CC=CC=C12)=O (Z-3-[(hydroxy)-methylene]-1,3-dihydro-indol-2-one), CC1=C(CC=2C=C(NN2)N)C(=CC(=C1)C)C (5-(2,4,6-trimethyl-benzyl)-2H-pyrazol-3-ylamine). Run in O1CCCC1 (tetrahydrofuran). The product is CC1=C(CC=2C=C(NN2)NC=C2C(NC3=CC=CC=C23)=O)C=C(C=C1C)C (3-{[5-(2,3,5-Trimethyl-benzyl)-2H-pyrazol-3-ylamino]-methylene}-1,3-dihydro-indol-2-one). RXN SMILES: [NH2:1][C:2]1[CH:6]=[CH:5][NH:4][N:3]=1.O/[CH:8]=[C:9]1\[C:10](=[O:18])[NH:11][C:12]2[C:17]\1=[CH:16][CH:15]=[CH:14][CH:13]=2.[CH3:19][C:20]1[CH:32]=[C:31]([CH3:33])[CH:30]=[C:29]([CH3:34])[C:21]=1[CH2:22]C1C=C(N)NN=1>O1CCCC1>[CH3:22][C:21]1[C:29]([CH3:34])=[CH:30][C:31]([CH3:33])=[CH:32][C:20]=1[CH2:19][C:5]1[CH:6]=[C:2]([NH:1][CH:8]=[C:9]2[C:17]3[C:12](=[CH:13][CH:14]=[CH:15][CH:16]=3)[NH:11][C:10]2=[O:18])[NH:3][N:4]=1. Procedure: The named compound is prepared by substituting 5-(2,4,6-trimethyl-benzyl)-2H-pyrazol-3-ylamine for 3-aminopyrazole in the reaction of Example 1. Specifically, E & Z-3-[(hydroxy)-methylene]-1,3-dihydro-indol-2-one (0.100 gms.) is reacted with 0.2758 gms. 5-(2,4,6-trimethyl-benzyl)-2H-pyrazol-3-ylamine by refluxing in tetrahydrofuran (2.0 mL) overnight.